From a dataset of the Open Reaction Database (ORD), a public repository of structured organic reaction records. describe an organic reaction: reactants, conditions, products, and yield The reactants are [BH4-], CCO, Nc1nc(N)c(-c2cc(Cl)cc(Cl)c2Cl)nc1C=O, [Na+], O. The product is Nc1nc(N)c(-c2cc(Cl)cc(Cl)c2Cl)nc1CO. Reaction SMILES: [BH4-:20].[CH3:23][CH2:24][OH:25].[CH:1](=[O:2])[c:3]1[n:4][c:5](-[c:11]2[c:12]([Cl:19])[c:13]([Cl:18])[cH:14][c:15]([Cl:17])[cH:16]2)[c:6]([NH2:10])[n:7][c:8]1[NH2:9].[Na+:21].[OH2:22]>>[CH2:1]([OH:2])[c:3]1[n:4][c:5](-[c:11]2[c:12]([Cl:19])[c:13]([Cl:18])[cH:14][c:15]([Cl:17])[cH:16]2)[c:6]([NH2:10])[n:7][c:8]1[NH2:9].